This data is from the Open Reaction Database (ORD), a public repository of structured organic reaction records. The task is: describe an organic reaction: reactants, conditions, products, and yield The reactants are CCO, CCOC(C)=O, COc1cccc(CC#N)c1F, [Na+], [OH-], O=S(=O)(O)O. Product: CCOC(=O)Cc1cccc(OC)c1F. RXN SMILES: [CH3:20][CH2:21][OH:22].[CH3:23][CH2:24][O:25][C:26](=[O:27])[CH3:28].[F:1][c:2]1[c:3]([CH2:10][C:11]#[N:12])[cH:4][cH:5][cH:6][c:7]1[O:8][CH3:9].[Na+:14].[OH-:13].[S:15](=[O:16])(=[O:17])([OH:18])[OH:19]>>[F:1][c:2]1[c:3]([CH2:10][C:11](=[O:13])[O:22][CH2:21][CH3:20])[cH:4][cH:5][cH:6][c:7]1[O:8][CH3:9]. Reactants: O=C(O)COc1ccc(Br)cc1, CCN(C(C)C)C(C)C, NC(=O)c1cccc(N)c1, CN(C)C=O, On1nnc2ccccc21. The product is NC(=O)c1cccc(NC(=O)COc2ccc(Br)cc2)c1. As a reaction SMILES: [Br:1][c:2]1[cH:3][cH:4][c:5]([O:6][CH2:7][C:8](=[O:9])[OH:10])[cH:11][cH:12]1.[CH:33]([N:34]([CH2:35][CH3:36])[CH:37]([CH3:38])[CH3:39])([CH3:40])[CH3:41].[NH2:13][c:14]1[cH:15][c:16]([C:17](=[O:18])[NH2:19])[cH:20][cH:21][cH:22]1.[O:42]=[CH:43][N:44]([CH3:45])[CH3:46].[OH:23][n:24]1[c:25]2[cH:26][cH:27][cH:28][cH:29][c:30]2[n:31][n:32]1>>[Br:1][c:2]1[cH:3][cH:4][c:5]([O:6][CH2:7][C:8](=[O:10])[NH:13][c:14]2[cH:15][c:16]([C:17](=[O:18])[NH2:19])[cH:20][cH:21][cH:22]2)[cH:11][cH:12]1.